From a dataset of the Open Reaction Database (ORD), a public repository of structured organic reaction records. describe an organic reaction: reactants, conditions, products, and yield Reactants: C(=C)C=1C=C2CCC(C2=CC1)=O (5-vinyl-2,3-dihydro-1H-inden-1-one), Cl.NO (hydroxylamine hydrochloride), C(C)(=O)[O-].[Na+] (sodium acetate). Solvent: CO (methanol). Conditions: temperature 60 celsius, time 8 hour. The product is C(=C)C=1C=C2CC\C(\C2=CC1)=N/O ((E)-5-vinyl-2,3-dihydro-1H-inden-1-one oxime). The yield is 98.2%. As a reaction SMILES: [CH:1]([C:3]1[CH:4]=[C:5]2[C:9](=[CH:10][CH:11]=1)[C:8](=O)[CH2:7][CH2:6]2)=[CH2:2].Cl.[NH2:14][OH:15].C([O-])(=O)C.[Na+]>CO>[CH:1]([C:3]1[CH:4]=[C:5]2[C:9](=[CH:10][CH:11]=1)/[C:8](=[N:14]/[OH:15])/[CH2:7][CH2:6]2)=[CH2:2] |f:1.2,3.4|. Procedure details: To a mixture of 5-vinyl-2,3-dihydro-1H-inden-1-one (Preparation 87A, 1.05 g, 6.64 mmol), hydroxylamine hydrochloride (0.553 g, 7.96 mmol) and methanol (20 mL) at room temperature was added sodium acetate (0.653 g, 7.96 mmol). The reaction mixture was stirred at 60° C. for 1 hr and at room temperature overnight. The heterogeneous mixture was concentrated and water (20 mL) was added. The mixture was heated to ˜60° C. and then cooled. The solid was filtered, washed with a mixture of water and ethan... The reactants are CC(O)c1ccc(Br)cc1Cl, CC(C)(C)[Si](C)(C)Cl, CCOC(C)=O, CN(C)C=O, c1c[nH]cn1. Product: CC(O[Si](C)(C)C(C)(C)C)c1ccc(Br)cc1Cl. As a reaction SMILES: [Br:1][c:2]1[cH:3][c:4]([Cl:11])[c:5]([CH:8]([CH3:9])[OH:10])[cH:6][cH:7]1.[C:17]([CH3:18])([CH3:19])([CH3:20])[Si:21]([CH3:22])([CH3:23])[Cl:24].[CH3:25][CH2:26][O:27][C:28](=[O:29])[CH3:30].[CH3:31][N:32]([CH3:33])[CH:34]=[O:35].[nH:12]1[cH:13][cH:14][n:15][cH:16]1>>[Br:1][c:2]1[cH:3][c:4]([Cl:11])[c:5]([CH:8]([CH3:9])[O:10][Si:21]([C:17]([CH3:18])([CH3:19])[CH3:20])([CH3:22])[CH3:23])[cH:6][cH:7]1. Product: Cc1ccc(NC(=O)c2cncc(Br)c2)cc1-c1ccc(C(=O)NCC2CC2)cc1. Starting materials: O=C(O)c1cncc(Br)c1, C1CCOC1, Cc1ccc(N)cc1-c1ccc(C(=O)NCC2CC2)cc1. RXN SMILES: [Br:22][c:23]1[cH:24][n:25][cH:26][c:27]([C:28](=[O:29])[OH:30])[cH:31]1.[CH2:32]1[O:33][CH2:34][CH2:35][CH2:36]1.[NH2:1][c:2]1[cH:3][cH:4][c:5]([CH3:21])[c:6](-[c:8]2[cH:9][cH:10][c:11]([C:14](=[O:15])[NH:16][CH2:17][CH:18]3[CH2:19][CH2:20]3)[cH:12][cH:13]2)[cH:7]1>>[NH:1]([c:2]1[cH:3][cH:4][c:5]([CH3:21])[c:6](-[c:8]2[cH:9][cH:10][c:11]([C:14](=[O:15])[NH:16][CH2:17][CH:18]3[CH2:19][CH2:20]3)[cH:12][cH:13]2)[cH:7]1)[C:28]([c:27]1[cH:26][n:25][cH:24][c:23]([Br:22])[cH:31]1)=[O:29]. Reactants: C(C)(C)(C)OC(=O)NCC1=NC=C(C2=CC(=C(C=C12)OC)OC)C(=O)O (1-(tert-butoxycarbonylamino-methyl)-6,7-dimethoxy-isoquinoline-4-carboxylic acid), COC1=CC=C(CN)C=C1 (4-methoxybenzylamine). Product: C(C)(C)(C)OC(NCC1=NC=C(C2=CC(=C(C=C12)OC)OC)C(NCC1=CC=C(C=C1)OC)=O)=O ([6,7-Dimethoxy-4-(4-methoxy-benzylcarbamoyl)-isoquinolin-1-ylmethyl]-carbamic acid tert-butyl ester). Isolated yield 79.0%. RXN SMILES: [C:1]([O:5][C:6]([NH:8][CH2:9][C:10]1[C:19]2[C:14](=[CH:15][C:16]([O:22][CH3:23])=[C:17]([O:20][CH3:21])[CH:18]=2)[C:13]([C:24](O)=[O:25])=[CH:12][N:11]=1)=[O:7])([CH3:4])([CH3:3])[CH3:2].[CH3:27][O:28][C:29]1[CH:36]=[CH:35][C:32]([CH2:33][NH2:34])=[CH:31][CH:30]=1>>[C:1]([O:5][C:6](=[O:7])[NH:8][CH2:9][C:10]1[C:19]2[C:14](=[CH:15][C:16]([O:22][CH3:23])=[C:17]([O:20][CH3:21])[CH:18]=2)[C:13]([C:24](=[O:25])[NH:34][CH2:33][C:32]2[CH:35]=[CH:36][C:29]([O:28][CH3:27])=[CH:30][CH:31]=2)=[CH:12][N:11]=1)([CH3:2])([CH3:4])[CH3:3]. Reported procedure: As described in example 1E, 80 mgs of 1-(tert-butoxycarbonylamino-methyl)-6,7-dimethoxy-isoquinoline-4-carboxylic acid was coupled with 4-methoxybenzylamine to give 84 mgs (79%) of [6,7-Dimethoxy-4-(4-methoxy-benzylcarbamoyl)-isoquinolin-1-ylmethyl]-carbamic acid tert-butyl ester: 1H NMR (CDCl3) δ 1.50 (s, 9H), 2.78 (s, 2H), 3.18 (s, 1H), 3.77 (s, 2H), 4.02 (d, 4H, J=7.17 Hz), 4.15-4.33 (m, 1H), 4.42 (s, 1H), 4.87-4.90 (m, 1H), 6.10-6.22 (m, 1H), 6.93 (s, 0.6H), 7.06-7.12 (m, 1H), 7.16 (s, 0.4H)...